This data is from the Open Reaction Database (ORD), a public repository of structured organic reaction records. The task is: describe an organic reaction: reactants, conditions, products, and yield Yields the product N1(N=NN=C1)CC(=O)N[C@H]1[C@@H]2N(C(=C(CS2)COC(C2=C(C=CC=C2)S(NC(=O)OCC)(=O)=O)=O)C(=O)O)C1=O (7β-(1H-tetrazol-1-yl)acetamido-3-[2-(N-carboethoxysulfamoyl)benzoyloxy]methyl-3-cephem-4-carboxylic acid). RXN SMILES: [NH2:1][C@@H:2]1[C:31](=[O:32])[N:4]2[C:5]([C:28]([OH:30])=[O:29])=[C:6]([CH2:9][O:10][C:11](=[O:27])[C:12]3[CH:17]=[CH:16][CH:15]=[CH:14][C:13]=3[S:18](=[O:26])(=[O:25])[NH:19][C:20]([O:22][CH2:23][CH3:24])=[O:21])[CH2:7][S:8][C@H:3]12.ClCCl.CN(C)C=O.[N:41]1([CH2:46][C:47](Cl)=[O:48])[CH:45]=[N:44][N:43]=[N:42]1>O1CCCC1>[N:41]1([CH2:46][C:47]([NH:1][C@@H:2]2[C:31](=[O:32])[N:4]3[C:5]([C:28]([OH:30])=[O:29])=[C:6]([CH2:9][O:10][C:11](=[O:27])[C:12]4[CH:17]=[CH:16][CH:15]=[CH:14][C:13]=4[S:18](=[O:26])(=[O:25])[NH:19][C:20]([O:22][CH2:23][CH3:24])=[O:21])[CH2:7][S:8][C@H:3]23)=[O:48])[CH:45]=[N:44][N:43]=[N:42]1. The reactants are N[C@H]1[C@@H]2N(C(=C(CS2)COC(C2=C(C=CC=C2)S(NC(=O)OCC)(=O)=O)=O)C(=O)O)C1=O (7β-Amino-3-[2-(N-carboethoxysulfamoyl)benzoyloxy]methyl-3-cephem-4-carboxylic acid), ClCCl (dichloromethane), CN(C=O)C (N,N-dimethylformamide), N1(N=NN=C1)CC(=O)Cl ((1H-tetrazol-1-yl)acetyl chloride). Isolated yield 38.5%. Reported procedure: 7β-Amino-3-[2-(N-carboethoxysulfamoyl)benzoyloxy]methyl-3-cephem-4-carboxylic acid (457 mg) is suspended in a mixed solution of dichloromethane (5 ml) and N,N-dimethylformamide (1.0 ml) and to the mixture, a solution of (1H-tetrazol-1-yl)acetyl chloride (161 mg) in tetrahydrofuran (2 ml) is added over a period of 20 minutes and stirred for 2 hours. The solvent is distilled off under reduced pressure and to the resultant viscous residue, ethyl acetate (50 ml) and water (20 ml) are added and stirr... Run in O1CCCC1 (tetrahydrofuran). Run at time 2 hour. The reactants are N1=CC=CC=C1 (pyridine), ClC=1C=C(C=CC1)C=1N=C(OC1)C1=CC=C(C=C1)N (4-(4-(3-chlorophenyl)oxazol-2-yl)benzenamine), ClCCl (dichloromethane), C(C1=CC=CC=C1)(=O)Cl (Benzoyl chloride). The solvent is C(C)(=O)OCC (ethyl acetate). Run at time 2.5 hour. Product: ClC=1C=C(C=CC1)C=1N=C(OC1)C1=CC=C(C=C1)NC(C1=CC=CC=C1)=O (N-(4-(4-(3-chlorophenyl)oxazol-2-yl)phenyl)benzamide). The yield is 63.7%. RXN SMILES: [Cl:1][C:2]1[CH:3]=[C:4]([C:8]2[N:9]=[C:10]([C:13]3[CH:18]=[CH:17][C:16]([NH2:19])=[CH:15][CH:14]=3)[O:11][CH:12]=2)[CH:5]=[CH:6][CH:7]=1.ClCCl.[C:23](Cl)(=[O:30])[C:24]1[CH:29]=[CH:28][CH:27]=[CH:26][CH:25]=1.N1C=CC=CC=1>C(OCC)(=O)C>[Cl:1][C:2]1[CH:3]=[C:4]([C:8]2[N:9]=[C:10]([C:13]3[CH:18]=[CH:17][C:16]([NH:19][C:23](=[O:30])[C:24]4[CH:29]=[CH:28][CH:27]=[CH:26][CH:25]=4)=[CH:15][CH:14]=3)[O:11][CH:12]=2)[CH:5]=[CH:6][CH:7]=1. Procedure: under an N2 atmosphere, 4-(4-(3-chlorophenyl)oxazol-2-yl)benzenamine (0.127 g, 0.469 mmol) was dissolved in dichloromethane (4.00 ml, 62.2 mmol). Benzoyl chloride (0.0572 ml, 0.493 mmol) was added followed by pyridine (0.200 ml, 2.47 mmol), and the reaction was allowed to stir at room temperature for 2.5 hours. The reaction was diluted with ethyl acetate and washed with 0.1N N HCl, and 5% NaHCO3. The organic layer was dried (Na2SO4), filtered and concentrated in vacuo. The crude solid was tritur... Yield: 100.0%. The product is N=C1N=C(N=C2SC3=C(N21)C=CC(=C3)OC)NC3=CC=CC=C3 (4-Imino-8-methoxy-2-phenylamino-4H-1,3,5-triazino[2,1-b]benzothiazole). Reaction SMILES: [C:1]([NH:3][C:4]([NH:12][C:13]1[S:14][C:15]2[CH:21]=[C:20]([O:22][CH3:23])[CH:19]=[CH:18][C:16]=2[N:17]=1)=[N:5][C:6]1[CH:11]=[CH:10][CH:9]=[CH:8][CH:7]=1)#[N:2]>O1CCCC1>[NH:2]=[C:1]1[N:17]2[C:13]([S:14][C:15]3[CH:21]=[C:20]([O:22][CH3:23])[CH:19]=[CH:18][C:16]=32)=[N:12][C:4]([NH:5][C:6]2[CH:7]=[CH:8][CH:9]=[CH:10][CH:11]=2)=[N:3]1. Procedure: Silica gel (chromatography grade) (20 g) was added to a solution of the product of step (c) (1.2 g) in tetrahydrofuran (50 ml) and the suspension stirred for 1 hour. The mixture was filtered, the filtrate evaporated to dryness and the residue triturated with methanol to yield a white solid. Recrystallisation of the solid from ethanol yielded the title compound (1.2 g) as white crystals, mp 225°-6°. Run at time 1 hour. The reactants are C(#N)NC(=NC1=CC=CC=C1)NC=1SC2=C(N1)C=CC(=C2)OC (N-Cyano-N'-(6-methoxy-2-benzothiazolyl)-N"-phenyl guanidine). The solvent is O1CCCC1 (tetrahydrofuran). Starting materials: B(Br)(Br)Br (BBr3), OC=1C(=CC2=C(C3CC4=C(CN3CC2)C(=C(C=C4Cl)OC)O)C1)OC (2,9-dihydroxy-3,10-dimethoxy-12-chloro-5,8,13,13a-tetrahydro-6H-dibenzo[a,g]quinolizine), O (water). Run in C(Cl)Cl (CH2Cl2), C(Cl)Cl (CH2Cl2). Conditions: time 1 hour. The product is OC=1C(=CC2=C(C3CC4=C(CN3CC2)C(=C(C=C4Cl)O)O)C1)O (2,3,9,10-tetrahydroxy-12-chloro-5,8,13,13a-tetrahydro-6H-dibenzo[a,g]quinolizine). Yield: 68.1%. As a reaction SMILES: [OH:1][C:2]1[C:3]([O:24]C)=[CH:4][C:5]2[CH2:14][CH2:13][N:12]3[CH:7]([CH2:8][C:9]4[C:18]([Cl:19])=[CH:17][C:16]([O:20]C)=[C:15]([OH:22])[C:10]=4[CH2:11]3)[C:6]=2[CH:23]=1.B(Br)(Br)Br.O>C(Cl)Cl>[OH:1][C:2]1[C:3]([OH:24])=[CH:4][C:5]2[CH2:14][CH2:13][N:12]3[CH:7]([CH2:8][C:9]4[C:18]([Cl:19])=[CH:17][C:16]([OH:20])=[C:15]([OH:22])[C:10]=4[CH2:11]3)[C:6]=2[CH:23]=1. Procedure: A product obtained in Example 1 (0.3 g, 0.66 mmol) was dissolved in CH2Cl2 (20 ml), adding a solution of BBr3 (0.32 ml) in CH2Cl2 (5 ml) under ice-salt bath. The mixture was stirred for 1 hours at this temperature, then stirred at room temperature overnight. The reactant solution produced yellow precipitate. The mixture was poured into water and stirred for 30 minute. After filtering, the solid was dissolved with methanol. Then the mixture was filtered. The filtrate was evaporated under reduced ... Reactants: [Cl-].C[SiH](C)C (trimethylsilane chloride), ClC1=NC=NC(=C1)Cl (4,6-dichloropyrimidine), dichlorobistriphenylphosphine palladium, O (water), C(C1=CC=CC=C1)Br (benzyl bromide), solution A, solution A. Reagents/catalysts: [Zn] (zinc), BrC(C)Br (dibromoethane). Run in O1CCCC1 (tetrahydrofuran), O1CCCC1 (tetrahydrofuran), O1CCCC1 (tetrahydrofuran). Reaction conditions: time 20 minute. The product is ClC1=NC=NC(=C1)CC1=CC=CC=C1 (4-chloro-6-benzylpyrimidine). The yield is 40.8%. RXN SMILES: [Cl-].C[SiH](C)C.[CH2:6](Br)[C:7]1[CH:12]=[CH:11][CH:10]=[CH:9][CH:8]=1.[Cl:14][C:15]1[CH:20]=[C:19](Cl)[N:18]=[CH:17][N:16]=1.O>O1CCCC1.BrC(Br)C.[Zn]>[Cl:14][C:15]1[CH:20]=[C:19]([CH2:6][C:7]2[CH:12]=[CH:11][CH:10]=[CH:9][CH:8]=2)[N:18]=[CH:17][N:16]=1 |f:0.1|. Reported procedure: In 10 ml of tetrahydrofuran was suspended 1.3 g of zinc (powder), to which dibromoethane (2 drops) was added. The mixture was heated under reflux for 5 minutes, to which trimethylsilane chloride was added. The mixture was further heated under reflux for 5 minutes, to which a solution of 1.7 g of benzyl bromide dissolved in 20 ml of tetrahydrofuran was slowly added with heating under reflux, followed by stirring for 20 minutes. (The solution thus obtained is referred to as solution A). In 10 ml o... Starting materials: Cl.C(C)(C)(C)NN (t-butyl hydrazine hydrochloride), CC(CCC(C)=O)=O (2,5-hexane-di-one). Yields the product C(C)(C)(C)NN=C(C)CCC(C)=NNC(C)(C)C (2,5-Hexane-di-one bis-(t-butylhydrazone)). The yield is 60.0%. Reaction SMILES: Cl.[C:2]([NH:6][NH2:7])([CH3:5])([CH3:4])[CH3:3].[CH3:8][C:9](=O)[CH2:10][CH2:11][C:12](=O)[CH3:13]>>[C:2]([NH:6][N:7]=[C:9]([CH2:10][CH2:11][C:12](=[N:7][NH:6][C:2]([CH3:5])([CH3:4])[CH3:3])[CH3:13])[CH3:8])([CH3:5])([CH3:4])[CH3:3] |f:0.1|. Procedure: The procedure of Example (a) is followed using about 67.6 g (0.54 mole) of t-butyl hydrazine hydrochloride and about 28.5 g (0.25 mole) of 2,5-hexane-di-one. The title compound is isolated as a fraction distilled at about 106° C.-114° C. under 1.0 mm Hg pressure. The yield is about 60 percent based upon the initial amount of hexane-di-one. Starting materials: CCCC[SnH](CCCC)CCCC, CC(C1=CCC2C3=CC=C4CC(O[Si](C)(C)C(C)(C)C(C)C)CCC4(C)C3CCC12C)C(C#CC(C)(C)O[Si](C)(C)C(C)(C)C)OC(=S)Nc1ccccc1, CCCCCC, CC(C)(C#N)N=NC(C)(C)C#N. The product is CC(CC#CC(C)(C)O[Si](C)(C)C(C)(C)C)C1=CCC2C3=CC=C4CC(O[Si](C)(C)C(C)(C)C(C)C)CCC4(C)C3CCC12C. As a reaction SMILES: [CH2:1]([SnH:2]([CH2:3][CH2:4][CH2:5][CH3:6])[CH2:7][CH2:8][CH2:9][CH3:10])[CH2:11][CH2:12][CH3:13].[CH3:26][C:27]([CH3:28])([CH3:29])[Si:30]([O:31][C:32]([CH3:33])([CH3:34])[C:35]#[C:36][CH:37]([CH:38]([CH3:39])[C:40]1=[CH:41][CH2:42][CH:43]2[C:44]3=[CH:45][CH:46]=[C:47]4[CH2:48][CH:49]([O:59][Si:60]([C:61]([CH:62]([CH3:63])[CH3:64])([CH3:65])[CH3:66])([CH3:67])[CH3:68])[CH2:50][CH2:51][C:52]4([CH3:53])[CH:54]3[CH2:55][CH2:56][C:57]12[CH3:58])[O:69][C:70](=[S:71])[NH:72][c:73]1[cH:74][cH:75][cH:76][cH:77][cH:78]1)([CH3:79])[CH3:80].[CH3:81][CH2:82][CH2:83][CH2:84][CH2:85][CH3:86].[N:14]([C:15]([CH3:16])([CH3:17])[C:18]#[N:19])=[N:20][C:21]([CH3:22])([CH3:23])[C:24]#[N:25]>>[CH3:26][C:27]([CH3:28])([CH3:29])[Si:30]([O:31][C:32]([CH3:33])([CH3:34])[C:35]#[C:36][CH2:37][CH:38]([CH3:39])[C:40]1=[CH:41][CH2:42][CH:43]2[C:44]3=[CH:45][CH:46]=[C:47]4[CH2:48][CH:49]([O:59][Si:60]([C:61]([CH:62]([CH3:63])[CH3:64])([CH3:65])[CH3:66])([CH3:67])[CH3:68])[CH2:50][CH2:51][C:52]4([CH3:53])[CH:54]3[CH2:55][CH2:56][C:57]12[CH3:58])([CH3:79])[CH3:80]. Starting materials: COC(C1=C(C=C(C=C1)N)Cl)=O (4-amino-2-chlorobenzoic acid methyl ester), COC1OC(CC1)OC (2,5-dimethoxytetrahydrofuran). Run in CC(=O)O (AcOH), O (water). The product is COC(C1=CC=CC=C1)=O (benzoic acid methyl ester). As a reaction SMILES: [CH3:1][O:2][C:3](=[O:12])[C:4]1[CH:9]=[CH:8][C:7](N)=[CH:6][C:5]=1Cl.COC1CCC(OC)O1>CC(O)=O.O>[CH3:1][O:2][C:3](=[O:12])[C:4]1[CH:9]=[CH:8][CH:7]=[CH:6][CH:5]=1. Procedure: A mixture of 4-amino-2-chlorobenzoic acid methyl ester (0.46 g) and 2,5-dimethoxytetrahydrofuran (0.33 mL) in AcOH (16 mL) was heated under reflux for 2 h. The mixture was cooled to room temperature, diluted with water and extracted with EtOAc. The extract was washed with satd. NaHCO3 and brine, dried (MgSO4), filtered and evaporated. The residue was purified by column chromatography (silica gel; eluent: hexane/EtOAc 5/1) to yield 0.48 g of 2-chloro-4-1-pyrrolyl)benzoic acid methyl ester. ESMS: ... Starting materials: [Mg+]C1CCCCC1, [Cl-], ClC(Cl)Cl, Cl, O=C(CCCN1CCN(c2ncc(F)cn2)CC1)c1ccc(F)cc1, [Na+], O=C([O-])O, C1CCOC1. Yields the product OC(CCCN1CCN(c2ncc(F)cn2)CC1)(c1ccc(F)cc1)C1CCCCC1. As a reaction SMILES: [CH:27]1([Mg+:33])[CH2:28][CH2:29][CH2:30][CH2:31][CH2:32]1.[Cl-:26].[Cl:45][CH:46]([Cl:47])[Cl:48].[ClH:34].[F:1][c:2]1[cH:3][cH:4][c:5]([C:8]([CH2:9][CH2:10][CH2:11][N:12]2[CH2:13][CH2:14][N:15]([c:18]3[n:19][cH:20][c:21]([F:24])[cH:22][n:23]3)[CH2:16][CH2:17]2)=[O:25])[cH:6][cH:7]1.[Na+:39].[O-:35][C:36]([OH:37])=[O:38].[O:40]1[CH2:41][CH2:42][CH2:43][CH2:44]1>>[F:1][c:2]1[cH:3][cH:4][c:5]([C:8]([CH2:9][CH2:10][CH2:11][N:12]2[CH2:13][CH2:14][N:15]([c:18]3[n:19][cH:20][c:21]([F:24])[cH:22][n:23]3)[CH2:16][CH2:17]2)([OH:25])[CH:27]2[CH2:28][CH2:29][CH2:30][CH2:31][CH2:32]2)[cH:6][cH:7]1.